From a dataset of the Open Reaction Database (ORD), a public repository of structured organic reaction records. describe an organic reaction: reactants, conditions, products, and yield Starting materials: C(C)(C)(C)OC(NC1=C(C=C(C=C1)Cl)NC(CC(=O)C1=CC(=CC=C1)C=1C=NC(=CC1)C)=O)=O ((4-Chloro-2-{3-[3-(6-methyl-pyridin-3-yl)-phenyl]-3-oxo-propionylamino}-phenyl)-carbamic acid tert-butyl ester), C(=O)(C(F)(F)F)O (TFA). Solvent: C(Cl)Cl (CH2Cl2). The product is ClC=1C=CC2=C(NC(CC(=N2)C2=CC(=CC=C2)C=2C=NC(=CC2)C)=O)C1 (8-Chloro-4-[3-(6-methyl-pyridin-3-yl)-phenyl]-1,3-dihydro-benzo[b][1,4]diazepin-2-one), solid. As a reaction SMILES: C(OC(=O)[NH:7][C:8]1[CH:13]=[CH:12][C:11]([Cl:14])=[CH:10][C:9]=1[NH:15][C:16](=[O:33])[CH2:17][C:18]([C:20]1[CH:25]=[CH:24][CH:23]=[C:22]([C:26]2[CH:27]=[N:28][C:29]([CH3:32])=[CH:30][CH:31]=2)[CH:21]=1)=O)(C)(C)C.C(O)(C(F)(F)F)=O>C(Cl)Cl>[Cl:14][C:11]1[CH:12]=[CH:13][C:8]2[N:7]=[C:18]([C:20]3[CH:25]=[CH:24][CH:23]=[C:22]([C:26]4[CH:27]=[N:28][C:29]([CH3:32])=[CH:30][CH:31]=4)[CH:21]=3)[CH2:17][C:16](=[O:33])[NH:15][C:9]=2[CH:10]=1. Procedure: The title compound was prepared from (4-chloro-2-{3-[3-(6-methyl-pyridin-3-yl)-phenyl]-3-oxo-propionylamino}-phenyl)-carbamic acid tert-butyl ester (Example M28) (282 mg, 0.59 mmol) by treatment with TFA in CH2Cl2 according to the general procedure N. Obtained as a light brown solid (163 mg). Starting materials: CC(C)(C)N=C=O, Nc1nc2nc(NCCCN3CCOCC3)ncc2cc1-c1c(Cl)cccc1Cl, [H-], [Na+], CN(C)C=O. Product: CC(C)(C)NC(=O)Nc1nc2nc(NCCCN3CCOCC3)ncc2cc1-c1c(Cl)cccc1Cl. As a reaction SMILES: [C:32]([CH3:33])([CH3:34])([CH3:35])[N:36]=[C:37]=[O:38].[Cl:1][c:2]1[c:3](-[c:9]2[cH:10][c:11]3[c:12]([n:13][c:14]([NH:17][CH2:18][CH2:19][CH2:20][N:21]4[CH2:22][CH2:23][O:24][CH2:25][CH2:26]4)[n:15][cH:16]3)[n:27][c:28]2[NH2:29])[c:4]([Cl:8])[cH:5][cH:6][cH:7]1.[H-:30].[Na+:31].[O:39]=[CH:40][N:41]([CH3:42])[CH3:43]>>[Cl:1][c:2]1[c:3](-[c:9]2[cH:10][c:11]3[c:12]([n:13][c:14]([NH:17][CH2:18][CH2:19][CH2:20][N:21]4[CH2:22][CH2:23][O:24][CH2:25][CH2:26]4)[n:15][cH:16]3)[n:27][c:28]2[NH:29][C:37]([NH:36][C:32]([CH3:33])([CH3:34])[CH3:35])=[O:38])[c:4]([Cl:8])[cH:5][cH:6][cH:7]1. The reactants are C(CCCC#C)OC1=CC=C(C=C1)CCCN[C@@H]([C@@H](C1=CC=CC=C1)NS(=O)(=O)C1=CC=C(C=C1)C)C1=CC=CC=C1 (N-((1R,2R)-2-(3-(4-(hex-5-ynyloxy)phenyl)propylamino)-1,2-diphenylethyl)-4-methylbenzenesulfonamide), [Na].O=C1C(O)=C([O-])[C@H](O1)[C@@H](O)CO (sodium (L)-ascorbate), [OH-].[NH4+] (ammonium hydroxide), C(C1=CC=CC=C1)N=[N+]=[N-] (benzyl azide). Reagents/catalysts: CC(=O)[O-].CC(=O)[O-].[Cu+2] (Cu(OAc)2). Run in CCOC(=O)C (EtOAc). The product is C(C1=CC=CC=C1)N1N=NC=C1CCCCOC1=CC=C(C=C1)CCCN[C@@H]([C@@H](C1=CC=CC=C1)NS(=O)(=O)C1=CC=C(C=C1)C)C1=CC=CC=C1 (N-((1R,2R)-2-(3-(4-(4-(3-Benzyl-3H-1,2,3-triazol-4-yl)butoxy)phenyl)propylamino)-1,2-diphenylethyl)-4-methylbenzenesulfonamide). Yield: 95.0%. Reaction SMILES: [CH2:1]([O:7][C:8]1[CH:13]=[CH:12][C:11]([CH2:14][CH2:15][CH2:16][NH:17][C@H:18]([C:37]2[CH:42]=[CH:41][CH:40]=[CH:39][CH:38]=2)[C@H:19]([NH:26][S:27]([C:30]2[CH:35]=[CH:34][C:33]([CH3:36])=[CH:32][CH:31]=2)(=[O:29])=[O:28])[C:20]2[CH:25]=[CH:24][CH:23]=[CH:22][CH:21]=2)=[CH:10][CH:9]=1)[CH2:2][CH2:3][CH2:4][C:5]#[CH:6].[Na].O=C1O[C@H]([C@H](CO)O)C([O-])=C1O.[CH2:56]([N:63]=[N+:64]=[N-:65])[C:57]1[CH:62]=[CH:61][CH:60]=[CH:59][CH:58]=1.[OH-].[NH4+]>CC([O-])=O.CC([O-])=O.[Cu+2].CCOC(C)=O>[CH2:56]([N:63]1[C:5]([CH2:4][CH2:3][CH2:2][CH2:1][O:7][C:8]2[CH:9]=[CH:10][C:11]([CH2:14][CH2:15][CH2:16][NH:17][C@H:18]([C:37]3[CH:38]=[CH:39][CH:40]=[CH:41][CH:42]=3)[C@H:19]([NH:26][S:27]([C:30]3[CH:31]=[CH:32][C:33]([CH3:36])=[CH:34][CH:35]=3)(=[O:29])=[O:28])[C:20]3[CH:25]=[CH:24][CH:23]=[CH:22][CH:21]=3)=[CH:12][CH:13]=2)=[CH:6][N:65]=[N:64]1)[C:57]1[CH:62]=[CH:61][CH:60]=[CH:59][CH:58]=1 |f:1.2,4.5,6.7.8,^1:42|. Procedure: To a nitrogen purged flask was added the N-((1R,2R)-2-(3-(4-(hex-5-ynyloxy)phenyl)propylamino)-1,2-diphenylethyl)-4-methylbenzenesulfonamide (116 mg, 0.200 mmol), Cu(OAc)2 (7 mg, 0.04 mmol) and sodium-(L)-ascorbate (16 mg, 0.08 mmol) and degassed solution of 1/1 THF/water (5 cm3). To the stirred solution was then added benzyl azide (32 mg, 0.24 mmol). The reaction became a blue colour when stirred and then became cloudy white. The reaction was stirred at room temperature for 48 hours. After this... Starting materials: O (water), FC(OC1=C(C=C(C=C1)C=1OC=C(N1)CCC(=O)C1=NC=CC=C1C)O)F (3-[2-(4-difluoromethoxy-3-hydroxyphenyl)oxazol-4-yl]-1-(3-methylpyridin-2-yl)propan-1-one), N12CCCCCC2=NCCC1 (1,8-diazabicyclo[5,4,0]undec-7-ene), BrCC1CC1 ((bromomethyl)cyclopropane). Run in C(C)(=O)OCC (ethyl acetate), C(C)O (ethanol). The product is C1(CC1)COC=1C=C(C=CC1OC(F)F)C=1OC=C(N1)CCC(=O)C1=NC=CC=C1C (3-[2-(3-cyclopropylmethoxy-4-difluoromethoxyphenyl)oxazol-4-yl]-1-(3-methylpyridin-2-yl)propan-1-one). Reaction SMILES: [F:1][CH:2]([F:27])[O:3][C:4]1[CH:9]=[CH:8][C:7]([C:10]2[O:11][CH:12]=[C:13]([CH2:15][CH2:16][C:17]([C:19]3[C:24]([CH3:25])=[CH:23][CH:22]=[CH:21][N:20]=3)=[O:18])[N:14]=2)=[CH:6][C:5]=1[OH:26].N12CCCN=[C:34]1[CH2:33][CH2:32][CH2:31]CC2.BrCC1CC1.O>C(O)C.C(OCC)(=O)C>[CH:33]1([CH2:34][O:26][C:5]2[CH:6]=[C:7]([C:10]3[O:11][CH:12]=[C:13]([CH2:15][CH2:16][C:17]([C:19]4[C:24]([CH3:25])=[CH:23][CH:22]=[CH:21][N:20]=4)=[O:18])[N:14]=3)[CH:8]=[CH:9][C:4]=2[O:3][CH:2]([F:1])[F:27])[CH2:31][CH2:32]1. Procedure: A 0.15 quantity of the compound obtained in Example 327 and 0.18 ml of 1,8-diazabicyclo[5,4,0]undec-7-ene were dissolved in 3 ml of ethanol, 0.15 g of (bromomethyl)cyclopropane was then added to the obtained solution, and the obtained mixture was heated and refluxed overnight. After cooling, water was added to the obtained reaction mixture, and ethyl acetate extraction was performed. The organic layer was washed twice with water and concentrated under reduced pressure, and the obtained residue w...